This data is from the Open Reaction Database (ORD), a public repository of structured organic reaction records. The task is: describe an organic reaction: reactants, conditions, products, and yield Starting materials: Cc1cccc(NC(=O)OC(C)(C)C)c1CCl, CC(C)=O, [I-], Cc1nc2c(N)cccn2c1C=O, [Na+], [Na+], [Na+], O=C([O-])[O-]. Yields the product Cc1cccc(NC(=O)OC(C)(C)C)c1CNc1cccn2c(C=O)c(C)nc12. Reaction SMILES: [C:14]([CH3:15])([CH3:16])([CH3:17])[O:18][C:19](=[O:20])[NH:21][c:22]1[c:23]([CH2:24][Cl:25])[c:26]([CH3:30])[cH:27][cH:28][cH:29]1.[CH3:39][C:40](=[O:41])[CH3:42].[I-:32].[NH2:1][c:2]1[c:3]2[n:4]([cH:5][cH:6][cH:7]1)[c:8]([CH:12]=[O:13])[c:9]([CH3:11])[n:10]2.[Na+:31].[Na+:33].[Na+:34].[O-:35][C:36](=[O:37])[O-:38]>>[NH:1]([c:2]1[c:3]2[n:4]([cH:5][cH:6][cH:7]1)[c:8]([CH:12]=[O:13])[c:9]([CH3:11])[n:10]2)[CH2:24][c:23]1[c:22]([NH:21][C:19]([O:18][C:14]([CH3:15])([CH3:16])[CH3:17])=[O:20])[cH:29][cH:28][cH:27][c:26]1[CH3:30]. The reactants are C(C)(C)(C)OC(N(C1=CC=NC=C1)CCOC1=CC(=CC(=C1)C(N(CC(CO)O)C1CCCC1)=O)Cl)=O ((2-{3-chloro-5-[cyclopentyl-(2,3-dihydroxy-propyl)-carbamoyl]-phenoxy}-ethyl)-pyridin-4-yl-carbamic acid tert-butyl ester), FC(C(=O)O)(F)F (trifluoroacetic acid). Run in ClCCl (dichloromethane). Conditions: time 1 hour. Product: FC(C(=O)O)(F)F.ClC=1C=C(C(=O)N(CC(CO)O)C2CCCC2)C=C(C1)OCCNC1=CC=NC=C1 (3-Chloro-N-cyclopentyl-N-(2,3-dihydroxy-propyl)-5-[2-(pyridin-4-ylamino)-ethoxy]-benzamide trifluoroacetate). As a reaction SMILES: C(OC(=O)[N:7]([CH2:14][CH2:15][O:16][C:17]1[CH:22]=[C:21]([C:23](=[O:35])[N:24]([CH:30]2[CH2:34][CH2:33][CH2:32][CH2:31]2)[CH2:25][CH:26]([OH:29])[CH2:27][OH:28])[CH:20]=[C:19]([Cl:36])[CH:18]=1)[C:8]1[CH:13]=[CH:12][N:11]=[CH:10][CH:9]=1)(C)(C)C.[F:38][C:39]([F:44])([F:43])[C:40]([OH:42])=[O:41]>ClCCl>[F:38][C:39]([F:44])([F:43])[C:40]([OH:42])=[O:41].[Cl:36][C:19]1[CH:20]=[C:21]([CH:22]=[C:17]([O:16][CH2:15][CH2:14][NH:7][C:8]2[CH:9]=[CH:10][N:11]=[CH:12][CH:13]=2)[CH:18]=1)[C:23]([N:24]([CH:30]1[CH2:31][CH2:32][CH2:33][CH2:34]1)[CH2:25][CH:26]([OH:29])[CH2:27][OH:28])=[O:35] |f:3.4|. Reported procedure: A solution of crude (2-{3-chloro-5-[cyclopentyl-(2,3-dihydroxy-propyl)-carbamoyl]-phenoxy}-ethyl)-pyridin-4-yl-carbamic acid tert-butyl ester (0.044 g) in a mixture of dichloromethane (1 ml) and trifluoroacetic acid (1 ml) was stored at room temperature for 1 h and then concentrated under reduced pressure. The residue was subjected to preparative hplc and the title compound (0.007 g) was obtained as a colourless gum by concentration of the required fraction under reduced pressure and drying by r...